Dataset: the Open Reaction Database (ORD), a public repository of structured organic reaction records. Task: describe an organic reaction: reactants, conditions, products, and yield The reactants are COC(C)(C)C, COc1ccc(CCNC(=O)C2CCCN2C(=O)OC(C)(C)C)cc1, Cl, C1COCCO1. Product: COc1ccc(CCNC(=O)C2CCCN2)cc1. RXN SMILES: [C:27]([O:28][CH3:29])([CH3:30])([CH3:31])[CH3:32].[C:2]([O:3][C:4](=[O:5])[N:9]1[CH:10]([C:14]([NH:15][CH2:16][CH2:17][c:18]2[cH:19][cH:20][c:21]([O:24][CH3:25])[cH:22][cH:23]2)=[O:26])[CH2:11][CH2:12][CH2:13]1)([CH3:6])([CH3:7])[CH3:8].[ClH:1].[O:33]1[CH2:34][CH2:35][O:36][CH2:37][CH2:38]1>>[NH:9]1[CH:10]([C:14]([NH:15][CH2:16][CH2:17][c:18]2[cH:19][cH:20][c:21]([O:24][CH3:25])[cH:22][cH:23]2)=[O:26])[CH2:11][CH2:12][CH2:13]1. Starting materials: Cc1cc(C(F)(C(F)(F)F)C(F)(F)F)cc(C)c1NC(=O)c1ccc(N(C)C)c([N+](=O)[O-])c1, CC(C)O, Cl, Cl[Sn](Cl)(Cl)Cl. The product is Cc1cc(C(F)(C(F)(F)F)C(F)(F)F)cc(C)c1NC(=O)c1ccc(N(C)C)c(N)c1. RXN SMILES: [CH3:1][N:2]([c:3]1[c:4]([N+:30]([O-:31])=[O:32])[cH:5][c:6]([C:7](=[O:8])[NH:9][c:10]2[c:11]([CH3:27])[cH:12][c:13]([C:17]([C:18]([F:19])([F:20])[F:21])([C:22]([F:23])([F:24])[F:25])[F:26])[cH:14][c:15]2[CH3:16])[cH:28][cH:29]1)[CH3:33].[CH:40]([OH:41])([CH3:42])[CH3:43].[ClH:39].[Sn:34]([Cl:35])([Cl:36])([Cl:37])[Cl:38]>>[CH3:1][N:2]([c:3]1[c:4]([NH2:30])[cH:5][c:6]([C:7](=[O:8])[NH:9][c:10]2[c:11]([CH3:27])[cH:12][c:13]([C:17]([C:18]([F:19])([F:20])[F:21])([C:22]([F:23])([F:24])[F:25])[F:26])[cH:14][c:15]2[CH3:16])[cH:28][cH:29]1)[CH3:33]. Starting materials: NC=1C=C2C=CC=NC2=CC1 (6-aminoquinoline), C([O-])(O)=O.[Na+] (sodium bicarbonate), ClC(C(O)O)(Cl)Cl (chloral hydrate), O.O.O.O.O.O.O.O.O.O.S(=O)(=O)([O-])[O-].[Na+].[Na+] (sodium sulfate decahydrate), Cl.NO (hydroxylamine hydrochloride). Run in Cl (HCl), O (water), CCO (EtOH), O (water). Yields the product ON=CC(=O)NC=1C=C2C=CC=NC2=CC1 (2-hydroxyimino-N-(6-quinolinyl)acetamide). Yield: 69.7%. As a reaction SMILES: Cl[C:2](Cl)(Cl)[CH:3]([OH:5])O.[OH2:8].O.O.O.O.O.O.O.O.O.S([O-])([O-])(=O)=O.[Na+].[Na+].Cl.[NH2:26]O.[NH2:28][C:29]1[CH:30]=[C:31]2[C:36](=[CH:37][CH:38]=1)[N:35]=[CH:34][CH:33]=[CH:32]2.C(=O)(O)[O-].[Na+]>O.Cl.CCO>[OH:8][N:26]=[CH:2][C:3]([NH:28][C:29]1[CH:30]=[C:31]2[C:36](=[CH:37][CH:38]=1)[N:35]=[CH:34][CH:33]=[CH:32]2)=[O:5] |f:1.2.3.4.5.6.7.8.9.10.11.12.13,14.15,17.18|. Procedure details: To a stirred solution of 10.0 g (60.0 mmol) of chloral hydrate in 250 mL of water was added 70.0 g (220 mmol) of sodium sulfate decahydrate, followed by a solution of 11.8 g (170 mmol) of hydroxylamine hydrochloride in 100 mL of water. A solution of 7.8 g (54 mmol) of 6-aminoquinoline in 200 mL of 1.0 N HCl was then added with stirring. The resulting suspension was warmed, and 400 mL of 95% EtOH was added to dissolve the suspension. The solution was refluxed for 0.75 h and then cooled to ambient... Starting materials: Cl.N[C@H]1CC[C@H](CC1)NC(=O)C1=C(NC=2C1=NC=CC2C2=C(C=CC=1OCOC12)OCC1CC1)C (N-(cis-4-aminocyclohexyl)-7-[5-(cyclopropylmethoxy)-1,3-benzodioxol-4-yl]-2-methyl-1H-pyrrolo[3,2-b]pyridine-3-carboxamide hydrochloride), COCC(=O)Cl (methoxy-acetyl chloride). Yields the product C1(CC1)COC1=C(C2=C(OCO2)C=C1)C1=C2C(=NC=C1)C(=C(N2)C)C(=O)N[C@@H]2CC[C@@H](CC2)NC(COC)=O (7-[5-(Cyclopropylmethoxy)-1,3-benzodioxol-4-yl]-N-{cis-4-[(methoxyacetyl)amino]cyclohexyl}-2-methyl-1H-pyrrolo[3,2-b]pyridine-3-carboxamide). RXN SMILES: Cl.[NH2:2][C@@H:3]1[CH2:8][CH2:7][C@H:6]([NH:9][C:10]([C:12]2[C:16]3=[N:17][CH:18]=[CH:19][C:20]([C:21]4[C:29]5[O:28][CH2:27][O:26][C:25]=5[CH:24]=[CH:23][C:22]=4[O:30][CH2:31][CH:32]4[CH2:34][CH2:33]4)=[C:15]3[NH:14][C:13]=2[CH3:35])=[O:11])[CH2:5][CH2:4]1.[CH3:36][O:37][CH2:38][C:39](Cl)=[O:40]>>[CH:32]1([CH2:31][O:30][C:22]2[CH:23]=[CH:24][C:25]3[O:26][CH2:27][O:28][C:29]=3[C:21]=2[C:20]2[CH:19]=[CH:18][N:17]=[C:16]3[C:12]([C:10]([NH:9][C@H:6]4[CH2:7][CH2:8][C@@H:3]([NH:2][C:39](=[O:40])[CH2:38][O:37][CH3:36])[CH2:4][CH2:5]4)=[O:11])=[C:13]([CH3:35])[NH:14][C:15]=23)[CH2:33][CH2:34]1 |f:0.1|. Procedure: Starting from N-(cis-4-aminocyclohexyl)-7-[5-(cyclopropylmethoxy)-1,3-benzodioxol-4-yl]-2-methyl-1H-pyrrolo[3,2-b]pyridine-3-carboxamide hydrochloride (example D.f3) and commercially available methoxy-acetyl chloride the title compound is obtained as colorless solid. Starting materials: COCCN(CCC(=O)OC(C)(C)C)S(=O)(=O)c1ccc(C(CC2CCCC2)C(=O)Nc2nncs2)cc1, ClCCl, O=C(O)C(F)(F)F. The product is COCCN(CCC(=O)O)S(=O)(=O)c1ccc(C(CC2CCCC2)C(=O)Nc2nncs2)cc1. Reaction SMILES: [C:1]([CH3:2])([CH3:3])([CH3:4])[O:5][C:6]([CH2:7][CH2:8][N:9]([CH2:10][CH2:11][O:12][CH3:13])[S:14](=[O:15])(=[O:16])[c:17]1[cH:18][cH:19][c:20]([CH:23]([CH2:24][CH:25]2[CH2:26][CH2:27][CH2:28][CH2:29]2)[C:30]([NH:31][c:32]2[s:33][cH:34][n:35][n:36]2)=[O:37])[cH:21][cH:22]1)=[O:38].[Cl:46][CH2:47][Cl:48].[OH:39][C:40]([C:41]([F:42])([F:43])[F:44])=[O:45]>>[O:5]=[C:6]([CH2:7][CH2:8][N:9]([CH2:10][CH2:11][O:12][CH3:13])[S:14](=[O:15])(=[O:16])[c:17]1[cH:18][cH:19][c:20]([CH:23]([CH2:24][CH:25]2[CH2:26][CH2:27][CH2:28][CH2:29]2)[C:30]([NH:31][c:32]2[s:33][cH:34][n:35][n:36]2)=[O:37])[cH:21][cH:22]1)[OH:38]. Reactants: CCOC(=O)c1ccc(-c2c(F)c(OC)cc(OC)c2F)c2nccnc12, C1CCOC1, CO, CO, CO, ClCCl, O=C1CN(Cc2c[nH]c([N+](=O)[O-])n2)CCN1. The product is COc1cc(OC)c(F)c(-c2ccc(C(=O)Nc3nc(CN4CCNC(=O)C4)c[nH]3)c3nccnc23)c1F. As a reaction SMILES: [CH2:1]([O:2][C:4](=[O:5])[c:6]1[c:7]2[n:8][cH:9][cH:10][n:11][c:12]2[c:13](-[c:16]2[c:17]([F:27])[c:18]([O:25][CH3:26])[cH:19][c:20]([O:23][CH3:24])[c:21]2[F:22])[cH:14][cH:15]1)[CH3:3].[CH2:30]1[O:31][CH2:32][CH2:33][CH2:34]1.[CH3:28][OH:29].[CH3:35][OH:36].[CH3:56][OH:57].[Cl:53][CH2:54][Cl:55].[N+:37]([O-:38])(=[O:39])[c:40]1[nH:41][cH:42][c:43]([CH2:45][N:46]2[CH2:47][C:48](=[O:52])[NH:49][CH2:50][CH2:51]2)[n:44]1>>[C:4](=[O:5])([c:6]1[c:7]2[n:8][cH:9][cH:10][n:11][c:12]2[c:13](-[c:16]2[c:17]([F:27])[c:18]([O:25][CH3:26])[cH:19][c:20]([O:23][CH3:24])[c:21]2[F:22])[cH:14][cH:15]1)[NH:37][c:40]1[nH:41][cH:42][c:43]([CH2:45][N:46]2[CH2:47][C:48](=[O:52])[NH:49][CH2:50][CH2:51]2)[n:44]1. The reactants are CCCC(=O)c1cnc2c(O)cccc2c1Nc1ccccc1C, CC(C)(C)[O-], CN(C)CCCCl, Cl, [K+], CN(C)C=O, O. Yields the product CCCC(=O)c1cnc2c(OCCCN(C)C)cccc2c1Nc1ccccc1C. As a reaction SMILES: [C:1]([CH2:2][CH2:3][CH3:4])(=[O:5])[c:6]1[cH:7][n:8][c:9]2[c:10]([OH:24])[cH:11][cH:12][cH:13][c:14]2[c:15]1[NH:16][c:17]1[c:18]([CH3:23])[cH:19][cH:20][cH:21][cH:22]1.[CH3:25][C:26]([CH3:27])([O-:28])[CH3:29].[CH3:32][N:33]([CH2:34][CH2:35][CH2:36][Cl:37])[CH3:38].[ClH:31].[K+:30].[O:40]=[CH:41][N:42]([CH3:43])[CH3:44].[OH2:39]>>[C:1]([CH2:2][CH2:3][CH3:4])(=[O:5])[c:6]1[cH:7][n:8][c:9]2[c:10]([O:24][CH2:36][CH2:35][CH2:34][N:33]([CH3:32])[CH3:38])[cH:11][cH:12][cH:13][c:14]2[c:15]1[NH:16][c:17]1[c:18]([CH3:23])[cH:19][cH:20][cH:21][cH:22]1. Run at time 1 hour. Reactants: [Cl-].[NH4+] (ammonium chloride), COC1=CC=C(C=O)C=C1 (4-methoxy-benzaldehyde), solution, C(C)(C)[Mg]Cl (isopropylmagnesium chloride). RXN SMILES: [CH3:1][O:2][C:3]1[CH:10]=[CH:9][C:6]([CH:7]=[O:8])=[CH:5][CH:4]=1.[CH:11]([Mg]Cl)([CH3:13])[CH3:12].[Cl-].[NH4+]>C1(C)C=CC=CC=1.O1CCCC1>[CH3:1][O:2][C:3]1[CH:10]=[CH:9][C:6]([CH:7]([OH:8])[CH:11]([CH3:13])[CH3:12])=[CH:5][CH:4]=1 |f:2.3|. The solvent is C1(=CC=CC=C1)C (toluene), O1CCCC1 (tetrahydrofuran). Yields the product COC1=CC=C(C=C1)C(C(C)C)O (1-(4-methoxy-phenyl)-2-methyl-propan-1-ol). Reported procedure: A solution of 1.5 ml 4-methoxy-benzaldehyde in 10 ml of toluene is added dropwise at 8° C. to 7.4 ml of a 2 M solution of isopropylmagnesium chloride in tetrahydrofuran. Then the mixture is allowed to come up to ambient temperature and stirred for 1 hour. Then the reaction is stopped by the addition of semisaturated aqueous ammonium chloride solution. The phases are separated and the aqueous phase is extracted with toluene. The combined organic phases are washed with semisaturated aqueous ammoni... The reactants are O.Cl.Cl.N1C(=NCC1)C(C)OC=1C(=C(C=CC1)N)C (3-[1-(4,5-dihydro-1H-imidazol-2-yl)]ethoxy-2-methylbenzenamine dihydrochloride monohydrate), C(C)#N (acetonitrile), C(C)(=O)OC(C)=O (acetic anhydride). Product: O.N1C(=NCC1)C(C)OC=1C(=C(C=CC1)NC(C)=O)C.N1C(=NCC1)C(C)OC=1C(=C(C=CC1)NC(C)=O)C (N-[3-[1-(4,5-dihydro-1H-imidazol-2-yl)ethoxy]-2-methylphenyl]acetamide hemihydrate). Reaction SMILES: O.Cl.Cl.[NH:4]1[CH2:8][CH2:7][N:6]=[C:5]1[CH:9]([O:11][C:12]1[C:13]([CH3:19])=[C:14]([NH2:18])[CH:15]=[CH:16][CH:17]=1)[CH3:10].C(#N)C.[C:23](OC(=O)C)(=[O:25])[CH3:24]>>[OH2:11].[NH:6]1[CH2:7][CH2:8][N:4]=[C:5]1[CH:9]([O:11][C:12]1[C:13]([CH3:19])=[C:14]([NH:18][C:23](=[O:25])[CH3:24])[CH:15]=[CH:16][CH:17]=1)[CH3:10].[NH:6]1[CH2:7][CH2:8][N:4]=[C:5]1[CH:9]([O:11][C:12]1[C:13]([CH3:19])=[C:14]([NH:18][C:23](=[O:25])[CH3:24])[CH:15]=[CH:16][CH:17]=1)[CH3:10] |f:0.1.2.3,6.7.8|. Reported procedure: The title compound of Example 4 (1.5 g, 4.8 mmole) was stirred in 60 ml of acetonitrile containing 2.3 ml (ca. 24 mmole) of acetic anhydride. After 18 hours the reaction mixture was concentrated to dryness in vacuo and the residue was dissolved in water. The solution was then made alkaline with aqueous sodium bicarbonate and extracted with dichloromethane. After the organic phase was dried over magnesium sulfate, filtered, and concentrated in vacuo, the residue was recrystallized from diethyl et...